This data is from the Open Reaction Database (ORD), a public repository of structured organic reaction records. The task is: describe an organic reaction: reactants, conditions, products, and yield Reactants: CNC, CCO, CN1CC(CCCl)Oc2c(ccc3ccccc23)C1=S. Product: CN(C)CCC1CN(C)C(=S)c2ccc3ccccc3c2O1, Cl. As a reaction SMILES: [CH3:21][NH:22][CH3:23].[CH3:24][CH2:25][OH:26].[Cl:1][CH2:2][CH2:3][CH:4]1[O:5][c:6]2[c:7]([cH:13][cH:14][c:15]3[cH:16][cH:17][cH:18][cH:19][c:20]23)[C:8](=[S:12])[N:9]([CH3:11])[CH2:10]1>>[CH2:2]([CH2:3][CH:4]1[O:5][c:6]2[c:7]([cH:13][cH:14][c:15]3[cH:16][cH:17][cH:18][cH:19][c:20]23)[C:8](=[S:12])[N:9]([CH3:11])[CH2:10]1)[N:22]([CH3:21])[CH3:23].[ClH:1]. Starting materials: C(C)(C)(C)C1=CC=C(OCC(=O)O)C=C1 (para-t-butylphenoxyacetic acid), S(=O)(Cl)Cl (thionyl chloride). Yields the product C(C)(C)(C)C1=CC=C(OCC(=O)Cl)C=C1 (para-t-butylphenoxyacetyl chloride). Reaction SMILES: [C:1]([C:5]1[CH:15]=[CH:14][C:8]([O:9][CH2:10][C:11](O)=[O:12])=[CH:7][CH:6]=1)([CH3:4])([CH3:3])[CH3:2].S(Cl)([Cl:18])=O>>[C:1]([C:5]1[CH:15]=[CH:14][C:8]([O:9][CH2:10][C:11]([Cl:18])=[O:12])=[CH:7][CH:6]=1)([CH3:4])([CH3:3])[CH3:2]. Procedure: Filling in a dry 250 ml flask respectively 57.42 g (0.276 mol) of para-t-butylphenoxyacetic acid synthesized in Example 17 and 80.5 ml of thionyl chloride, the reaction mixture was heated and refluxed for 5-6 hours.